Dataset: the Open Reaction Database (ORD), a public repository of structured organic reaction records. Task: describe an organic reaction: reactants, conditions, products, and yield The reactants are C(=C/C)/P(OC)(OC)=O (dimethyl cis-1-propenylphosphonate), BrN1C(CCC1=O)=O (N-bromosuccinimide). Run in C(Cl)(Cl)(Cl)Cl (carbon tetrachloride). The product is COP(OC)(=O)\C=C\CBr (dimethyl 3-bromo trans-1-propenylphosphonic acid). Yield: 53.1%. RXN SMILES: [CH:1](/[P:4](=[O:9])([O:7][CH3:8])[O:5][CH3:6])=[CH:2]/[CH3:3].[Br:10]N1C(=O)CCC1=O>C(Cl)(Cl)(Cl)Cl>[CH3:6][O:5][P:4](/[CH:1]=[CH:2]/[CH2:3][Br:10])(=[O:9])[O:7][CH3:8]. Reported procedure: To a solution of dimethyl cis-1-propenylphosphonate (6.10 g.) in carbon tetrachloride (60 ml.) was added N-bromosuccinimide (7.97 g.). The reaction mixture was heated to reflux for 2 hours and then cooled to ambient temperature to give precipitates, which were filtered off. The filtrates were concentrated under reduced pressure to give an oily residue, which was subjected to a column chromatography on silica gel and eluted with a mixture of chloroform and ethyl acetate (8:2) to give dimethyl 3-b... The reactants are Cl.FC(C=1C=C(CO[C@@H]2[C@@H](CNCC2)C2=CC=CC=C2)C=C(C1)C(F)(F)F)(F)F (cis-4-[[3,5-Bis(trifluoromethyl)benzyl]oxy]-3-phenylpiperidine hydrochloride), COC1=C(CO)C=C(C=C1)OC (2,5-dimethoxybenzyl alcohol). The product is FC(C=1C=C(CO[C@@H]2[C@@H](CN(CC2)CC2=C(C=CC(=C2)OC)OC)C2=CC=CC=C2)C=C(C1)C(F)(F)F)(F)F (cis-4-[[3,5-Bis(trifluoromethyl)benzyl]oxy]-1-(2,5-dimethoxybenzyl)-3-phenylpiperidine). The yield is 23.8%. As a reaction SMILES: Cl.[F:2][C:3]([F:29])([F:28])[C:4]1[CH:5]=[C:6]([CH:21]=[C:22]([C:24]([F:27])([F:26])[F:25])[CH:23]=1)[CH2:7][O:8][C@H:9]1[CH2:14][CH2:13][NH:12][CH2:11][C@H:10]1[C:15]1[CH:20]=[CH:19][CH:18]=[CH:17][CH:16]=1.[CH3:30][O:31][C:32]1[CH:39]=[CH:38][C:37]([O:40][CH3:41])=[CH:36][C:33]=1[CH2:34]O>>[F:29][C:3]([F:2])([F:28])[C:4]1[CH:5]=[C:6]([CH:21]=[C:22]([C:24]([F:27])([F:25])[F:26])[CH:23]=1)[CH2:7][O:8][C@H:9]1[CH2:14][CH2:13][N:12]([CH2:34][C:33]2[CH:36]=[C:37]([O:40][CH3:41])[CH:38]=[CH:39][C:32]=2[O:31][CH3:30])[CH2:11][C@H:10]1[C:15]1[CH:16]=[CH:17][CH:18]=[CH:19][CH:20]=1 |f:0.1|. Procedure details: The compound (0.20 g) obtained in Example 1 and 2,5-dimethoxybenzyl alcohol (0.12 g) were reacted and treated in the same manner as in the method described in Example 16 to obtain the title compound as colorless oil (0.060 g, 23%). Reactants: NC1=NC=C(C=C1)Cl (2-amino-5-chloropyridine), [N+](=O)(O)[O-] (nitric acid). Solvent: S(O)(O)(=O)=O (sulfuric acid). Yields the product NC1=NC=C(C=C1[N+](=O)[O-])Cl (2-Amino5-chloro-3-nitropyridine). As a reaction SMILES: [NH2:1][C:2]1[CH:7]=[CH:6][C:5]([Cl:8])=[CH:4][N:3]=1.[N+:9]([O-])([OH:11])=[O:10]>S(=O)(=O)(O)O>[NH2:1][C:2]1[C:7]([N+:9]([O-:11])=[O:10])=[CH:6][C:5]([Cl:8])=[CH:4][N:3]=1. Reported procedure: A procedure similar to that described in Preparation 56 was repeated, except that 25.0 g of 2-amino-5-chloropyridine, 100 ml of concentrated sulfuric acid and 12.5 ml of concentrated nitric acid were used, to give 18.5 g of the title compound, melting at 138°-139° C. The reactants are BrC1=NOC(=C1)C(CC)=O (1-(3-bromo-isoxazol-5-yl)-propan-1-one), CC(C)(C)[S@@](=O)N ((R)-(+)-2-methyl-2-propanesulfinamide), CH2Cl2 titanium (IV) isopropoxide. Run at time 24 hour. The product is BrC1=NOC(=C1)\C(\CC)=N\S(=O)C(C)(C)C (2-methyl-propane-2-sulfinic acid [1-(3-bromo-isoxazol-5-yl)-prop-(E)-ylidene]-amide). As a reaction SMILES: [Br:1][C:2]1[CH:6]=[C:5]([C:7](=O)[CH2:8][CH3:9])[O:4][N:3]=1.[CH3:11][C:12]([S@:15]([NH2:17])=[O:16])([CH3:14])[CH3:13]>>[Br:1][C:2]1[CH:6]=[C:5](/[C:7](=[N:17]/[S:15]([C:12]([CH3:14])([CH3:13])[CH3:11])=[O:16])/[CH2:8][CH3:9])[O:4][N:3]=1. Reported procedure: To a solution of 1-(3-bromo-isoxazol-5-yl)-propan-1-one (452 mg, 2.22 mmol) and (R)-(+)-2-methyl-2-propanesulfinamide (342 mg, 2.82 mmol) in CH2Cl2 titanium (IV) isopropoxide (1.4 mL, 4.9 mmol) and the mixture was warmed at 45° C. After 24 hours, the reaction was monitored by LC-MS, and the solvent was concentrated in vacuo and the remaining residue was diluted with EtOAc (32 mL) and saturated aqueous NaCl (8 mL) was added. The heterogeneous mixture was filtered through a pad of diatomaceous ear... The reactants are C=O (formaldehyde), [BH4-].[Na+] (NaBH4), FC1=CC=C(C=C1)C=1N=C(SC1C1=CC(=NC=C1)N[C@@H](C)C1=CC=CC=C1)C1CCNCC1 (4-(4-Fluorophenyl)-2-(4-piperidinyl)-5-(2-(1-(S)-phenylethyl)amino-4-pyridinyl)thiazole). Solvent: CO (MeOH). The product is FC1=CC=C(C=C1)C=1N=C(SC1C1=CC(=NC=C1)N[C@@H](C)C1=CC=CC=C1)C1CCN(CC1)C (4-(4-Fluorophenyl)-2-(1-methylpiperidin-4-yl)-5-(2-(1-(S)-Phenylethyl)amino-4-pyridinyl)thiazole). Isolated yield 106.8%. Reaction SMILES: [F:1][C:2]1[CH:7]=[CH:6][C:5]([C:8]2[N:9]=[C:10]([CH:28]3[CH2:33][CH2:32][NH:31][CH2:30][CH2:29]3)[S:11][C:12]=2[C:13]2[CH:18]=[CH:17][N:16]=[C:15]([NH:19][C@H:20]([C:22]3[CH:27]=[CH:26][CH:25]=[CH:24][CH:23]=3)[CH3:21])[CH:14]=2)=[CH:4][CH:3]=1.[CH2:34]=O.[BH4-].[Na+]>CO>[F:1][C:2]1[CH:7]=[CH:6][C:5]([C:8]2[N:9]=[C:10]([CH:28]3[CH2:33][CH2:32][N:31]([CH3:34])[CH2:30][CH2:29]3)[S:11][C:12]=2[C:13]2[CH:18]=[CH:17][N:16]=[C:15]([NH:19][C@H:20]([C:22]3[CH:27]=[CH:26][CH:25]=[CH:24][CH:23]=3)[CH3:21])[CH:14]=2)=[CH:4][CH:3]=1 |f:2.3|. Procedure: 4-(4-Fluorophenyl)-2-(4-piperidinyl)-5-(2-(1-(S)-phenylethyl)amino-4-pyridinyl)thiazole (500 mg 1.09 mmol) is dissolved in MeOH (11 ml) and treated with an aqueous 36%-solution of formaldehyde (0.17 ml 2.18 mmol) and NaBH4 (83 mg 2.18 mmol), which is added as a solid in 3 portions. After 30 min at room temperature the reaction mixture is poured on water and extracted three times with ethyl acetate. The combined organic phases are dried over Na2SO4, filtered, evaporated to dryness and purified by...